Dataset: the Open Reaction Database (ORD), a public repository of structured organic reaction records. Task: describe an organic reaction: reactants, conditions, products, and yield Starting materials: [Cl-].[Na+] (sodium chloride), C1(=CC=CC=C1)P(C1=CC=CC=C1)C1=CC=CC=C1 (triphenylphosphine), OCCCC1CCN(CC1)C(=O)OC(C)(C)C (tert-butyl 4-(3-hydroxypropyl)-1-piperidinecarboxylate), C(Br)(Br)(Br)Br (carbon tetrabromide). The solvent is C(C)(=O)OCC (ethyl acetate), O (water), O (water), O1CCCC1 (tetrahydrofuran). Conditions: time 30 minute. Yields the product BrCCCC1CCN(CC1)C(=O)OC(C)(C)C (tert-butyl 4-(3-bromopropyl)-1-piperidinecarboxylate). The yield is 98.0%. As a reaction SMILES: O[CH2:2][CH2:3][CH2:4][CH:5]1[CH2:10][CH2:9][N:8]([C:11]([O:13][C:14]([CH3:17])([CH3:16])[CH3:15])=[O:12])[CH2:7][CH2:6]1.C(Br)(Br)(Br)[Br:19].C1(P(C2C=CC=CC=2)C2C=CC=CC=2)C=CC=CC=1.[Cl-].[Na+]>C(OCC)(=O)C.O.O1CCCC1>[Br:19][CH2:2][CH2:3][CH2:4][CH:5]1[CH2:10][CH2:9][N:8]([C:11]([O:13][C:14]([CH3:17])([CH3:16])[CH3:15])=[O:12])[CH2:7][CH2:6]1 |f:3.4|. Reported procedure: To a tetrahydrofuran (110 mL) solution of 10.7 g of tert-butyl 4-(3-hydroxypropyl)-1-piperidinecarboxylate was added 19.0 g of carbon tetrabromide under cooling with water, to which 15.0 g of triphenylphosphine was then added over a period of 13 minutes. This mixture was stirred at room temperature for 2 hours and 30 minutes and allowed to stand for 13 hours. To the reaction mixture were added water, ethyl acetate, and a saturated sodium chloride aqueous solution. The organic layer was separated... Conditions: time 2 hour. Procedure details: To a solution of (2S)-tert-butyl 5-((allyloxy)amino)-4-(2-amino-2-oxoethyl)-2-carbamoyl-5,6-dihydropyridine-1(2H)-carboxylate (Intermediate 176, crude, 330 mg, 0.93 mmol) in DCM (5.0 mL) at 0° C. was added HCl (4.0M in dioxane, 0.233 mL, 0.93 mmol). The mixture was stirred from 0° C. to room temperature for 2 h. Then 0.233 mL more HCl was added to the mixture and stirred for 2 h. It was neutralized by K2CO3 and TEA, filtered and the solvent was removed under vacuum. The crude was subjected to si... The yield is 56.0%. The reactants are Cl (HCl), C(=O)([O-])[O-].[K+].[K+] (K2CO3), C(C=C)ONC1C(=C[C@H](N(C1)C(=O)OC(C)(C)C)C(N)=O)CC(=O)N ((2S)-tert-butyl 5-((allyloxy)amino)-4-(2-amino-2-oxoethyl)-2-carbamoyl-5,6-dihydropyridine-1(2H)-carboxylate), C(C=C)ONC1C(=C[C@H](N(C1)C(=O)OC(C)(C)C)C(N)=O)CC(=O)N ((2S)-tert-butyl 5-((allyloxy)amino)-4-(2-amino-2-oxoethyl)-2-carbamoyl-5,6-dihydropyridine-1(2H)-carboxylate), Cl (HCl). Reaction SMILES: [CH2:1]([O:4][NH:5][CH:6]1[CH2:11][N:10](C(OC(C)(C)C)=O)[C@H:9]([C:19](=[O:21])[NH2:20])[CH:8]=[C:7]1[CH2:22][C:23]([NH2:25])=[O:24])[CH:2]=[CH2:3].Cl.C([O-])([O-])=O.[K+].[K+]>C(Cl)Cl>[CH2:1]([O:4][NH:5][CH:6]1[CH2:11][NH:10][C@@H:9]([C:19]([NH2:20])=[O:21])[CH:8]=[C:7]1[CH2:22][C:23]([NH2:25])=[O:24])[CH:2]=[CH2:3] |f:2.3.4|. Run in C(Cl)Cl (DCM). Product: C(C=C)ONC1C(=C[C@@H](NC1)C(=O)N)CC(=O)N ((R)-5-(allyloxyamino)-4-(2-amino-2-oxoethyl)-1,2,5,6-tetrahydropyridine-2-carboxamide). The reactants are C(=O)(OCC1=CC=CC=C1)NCCCCCCCCCCC(=O)O (N-carbobenzoxy-11-aminoundecanoic acid), C1=CC(=CC=C1[N+](=O)[O-])O (p-nitrophenol), C1(CCCCC1)N=C=NC1CCCCC1 (N,N'-dicyclohexylcarbodiimide). The solvent is C(C)(=O)OCC (ethyl acetate), CN(C=O)C (N,N-dimethylformamide). Conditions: time 15 hour. Yields the product [N+](=O)([O-])C1=CC=C(C=C1)OC(CCCCCCCCCCNC(=O)OCC1=CC=CC=C1)=O (N-carbobenzoxy-11-aminoundecanoic acid p-nitrophenyl ester). Isolated yield 55.7%. As a reaction SMILES: [C:1]([NH:11][CH2:12][CH2:13][CH2:14][CH2:15][CH2:16][CH2:17][CH2:18][CH2:19][CH2:20][CH2:21][C:22]([OH:24])=[O:23])([O:3][CH2:4][C:5]1[CH:10]=[CH:9][CH:8]=[CH:7][CH:6]=1)=[O:2].[CH:25]1[C:30]([N+:31]([O-:33])=[O:32])=[CH:29][CH:28]=[C:27](O)[CH:26]=1.C1(N=C=NC2CCCCC2)CCCCC1>C(OCC)(=O)C.CN(C)C=O>[N+:31]([C:30]1[CH:25]=[CH:26][C:27]([O:23][C:22](=[O:24])[CH2:21][CH2:20][CH2:19][CH2:18][CH2:17][CH2:16][CH2:15][CH2:14][CH2:13][CH2:12][NH:11][C:1]([O:3][CH2:4][C:5]2[CH:10]=[CH:9][CH:8]=[CH:7][CH:6]=2)=[O:2])=[CH:28][CH:29]=1)([O-:33])=[O:32]. Procedure: In a solvent mixture (120 ml) of ethyl acetate and N,N-dimethylformamide (5:1) was dissolved N-carbobenzoxy-11-aminoundecanoic acid (10.1 g, 30 m mols) and p-nitrophenol (4.59 g, 33 m mols), followed by addition of N,N'-dicyclohexylcarbodiimide (6.80 g, 33 m mols). The mixture was stirred at room temperature for 15 hours, after which the precipitate was filtered off. The solvent was distilled off and the residue was crystallized in petroleum ether, recovered by filtration and recrystallized from... The reactants are ClC=1C=C(SC1Cl)C1=NC(=NC=C1)NCCN1C(NC(C1(C)C)=O)=O (1-(2-(4-(4,5-Dichlorothiophen-2-yl)pyrimidin-2-ylamino)ethyl)-5,5-dimethyl imidazolidine-2,4-dione), C(C)(=O)O (acetic acid), BrBr (bromine), solution, CO (methanol). Run in ClCCl (dichloromethane). Run at time 3 hour. Product: BrC=1C(=NC(=NC1)NCCN1C(NC(C1(C)C)=O)=O)C=1SC(=C(C1)Cl)Cl (1-(2-(5-Bromo-4-(4,5-dichlorothiophen-2-yl)pyrimidin-2-ylamino)ethyl)-5,5-dimethylimidazolidine-2,4-dione). The yield is 73.7%. As a reaction SMILES: [Cl:1][C:2]1[CH:3]=[C:4]([C:8]2[CH:13]=[CH:12][N:11]=[C:10]([NH:14][CH2:15][CH2:16][N:17]3[C:21]([CH3:23])([CH3:22])[C:20](=[O:24])[NH:19][C:18]3=[O:25])[N:9]=2)[S:5][C:6]=1[Cl:7].CO.C(O)(=O)C.[Br:32]Br>ClCCl>[Br:32][C:13]1[C:8]([C:4]2[S:5][C:6]([Cl:7])=[C:2]([Cl:1])[CH:3]=2)=[N:9][C:10]([NH:14][CH2:15][CH2:16][N:17]2[C:21]([CH3:22])([CH3:23])[C:20](=[O:24])[NH:19][C:18]2=[O:25])=[N:11][CH:12]=1. Reported procedure: 1-(2-(4-(4,5-Dichlorothiophen-2-yl)pyrimidin-2-ylamino)ethyl)-5,5-dimethyl imidazolidine-2,4-dione (300 mg, 0.75 mmol) was suspended in a 10% solution of methanol in dichloromethane (7 mL). Glacial acetic acid (1 mL) followed by bromine (120 mg, 0.75 mmol, 39 μL) [material immediately went into solution]were added, and the mixture was stirred at room temperature for 3 h. The reaction was concentrated in vacuo, diluted with deionized water (25 mL), stirred for 5 min, and then the product was coll... Reactants: O.NN (hydrazine hydrate), C(CCC)OC=CC(C(F)(F)Cl)=O (4-butoxy-1-chloro-1,1-difluorobut-3-en-2-one), C(C)O (ethanol). Run at time 10 minute. Product: FC(C1=CC=NN1C)F (5-difluoromethyl-N-methylpyrazole). As a reaction SMILES: O.[NH2:2][NH2:3].C(O[CH:9]=[CH:10][C:11](=O)[C:12](Cl)([F:14])[F:13])CCC.[CH2:17](O)C>>[F:13][CH:12]([F:14])[C:11]1[N:3]([CH3:17])[N:2]=[CH:9][CH:10]=1 |f:0.1|. Procedure: Over a period of 10 minutes, hydrazine hydrate (80% pure, 0.52 g, 0.008 mol) was added dropwise to a solution of 4-butoxy-1-chloro-1,1-difluorobut-3-en-2-one (1.2 g, 0.005 mol) in ethanol (6 ml). The mixture was then stirred under reflux conditions for 5 h. The resulting yellow-brown suspension was concentrated on a rotary evaporator. The residue was taken up in ethyl acetate (20 ml) and water (20 ml). After separation of the phases, the aqueous phase was re-extracted with ethyl acetate (20 ml)....